Dataset: the Open Reaction Database (ORD), a public repository of structured organic reaction records. Task: describe an organic reaction: reactants, conditions, products, and yield Reactants: O1C(C(=O)OC(C)(C)C)C1C1C2C=CC(C1)C2 (tert-butyl 2,3-epoxy-3-(5-norbornen-2-yl)-propionate), C1(\C=C/C(=O)O1)=O (maleic anhydride). Product: O1C(C(=O)OC(C)(C)C)C1C1C2C=CC(C1)C2.C1(\C=C/C(=O)O1)=O (tert-butyl 2,3-epoxy-3-(5-norbornen-2-yl)propionate maleic anhydride). RXN SMILES: [O:1]1[CH:10]([CH:11]2[CH2:16][CH:15]3[CH2:17][CH:12]2[CH:13]=[CH:14]3)[CH:2]1[C:3]([O:5][C:6]([CH3:9])([CH3:8])[CH3:7])=[O:4].[C:18]1(=[O:24])[O:23][C:21](=[O:22])[CH:20]=[CH:19]1>>[O:1]1[CH:10]([CH:11]2[CH2:16][CH:15]3[CH2:17][CH:12]2[CH:13]=[CH:14]3)[CH:2]1[C:3]([O:5][C:6]([CH3:9])([CH3:7])[CH3:8])=[O:4].[C:21]1(=[O:22])[O:23][C:18](=[O:24])[CH:19]=[CH:20]1 |f:2.3|. Reported procedure: Polymerization reaction of Monomer 1 and maleic anhydride was effected using the initiator V65 (Wako Junyaku K. K.), yielding an alternating copolymer of tert-butyl 2,3-epoxy-3-(5-norbornen-2-yl)propionate/maleic anhydride.